Dataset: the Open Reaction Database (ORD), a public repository of structured organic reaction records. Task: describe an organic reaction: reactants, conditions, products, and yield Reactants: FC=1C=C(C(=O)NCCC2=CC=CC=C2)C=CC1C(F)(F)F (3-fluoro-N-phenethyl-4-(trifluoromethyl)benzamide), O=P12OP3(=O)OP(=O)(O1)OP(=O)(O2)O3 (phosphorus pentoxide), P(=O)(Cl)(Cl)Cl (phosphorus oxychloride). Run in C1(=CC=CC=C1)C (toluene). Yields the product FC=1C=C(C=CC1C(F)(F)F)C1=NCCC2=CC=CC=C12 (1-(3-Fluoro-4-(trifluoromethyl)phenyl)-3,4-dihydroisoquinoline). The yield is 74.1%. RXN SMILES: [F:1][C:2]1[CH:3]=[C:4]([CH:16]=[CH:17][C:18]=1[C:19]([F:22])([F:21])[F:20])[C:5]([NH:7][CH2:8][CH2:9][C:10]1[CH:15]=[CH:14][CH:13]=[CH:12][CH:11]=1)=O.O=P12OP3(OP(OP(O3)(O1)=O)(=O)O2)=O.P(Cl)(Cl)(Cl)=O>C1(C)C=CC=CC=1>[F:1][C:2]1[CH:3]=[C:4]([C:5]2[C:15]3[C:10](=[CH:11][CH:12]=[CH:13][CH:14]=3)[CH2:9][CH2:8][N:7]=2)[CH:16]=[CH:17][C:18]=1[C:19]([F:22])([F:21])[F:20]. Reported procedure: To a stirred mixture of 3-fluoro-N-phenethyl-4-(trifluoromethyl)benzamide (1.27 g, 4.08 mmol) in 30 mL of toluene, phosphorus pentoxide (1.751 g, 12.3 mmol) and phosphorus oxychloride (1.90 mL, 20.4 mmol) were added. The mixture was refluxed for overnight. The reaction mixture was cooled to RT. Supernatant was removed and the ice-water was added to the flask containing the residue. The mixture was stirred to break the chunks into powder. EtOAc was added and the pH was adjusted to ˜12 with 3N aqu... Starting materials: FC1=C(C=O)C=C(C=C1)OC (2-fluoro-5-methoxy-benzaldehyde), C(C)OC(CS)=O (mercapto-acetic acid ethyl ester), C(=O)([O-])[O-].[K+].[K+] (K2CO3). Solvent: CN(C)C=O (DMF). Run at temperature 80 celsius, time 60 minute. The product is C(C)OC(=O)C1=CC2=C(S1)C=CC(=C2)OC (5-Methoxy-benzo[b]thiophene-2-carboxylic acid ethyl ester). Isolated yield 66.0%. RXN SMILES: F[C:2]1[CH:9]=[CH:8][C:7]([O:10][CH3:11])=[CH:6][C:3]=1[CH:4]=O.[CH2:12]([O:14][C:15](=[O:18])[CH2:16][SH:17])[CH3:13].C([O-])([O-])=O.[K+].[K+]>CN(C=O)C>[CH2:12]([O:14][C:15]([C:16]1[S:17][C:2]2[CH:9]=[CH:8][C:7]([O:10][CH3:11])=[CH:6][C:3]=2[CH:4]=1)=[O:18])[CH3:13] |f:2.3.4|. Reported procedure: A solution of 2-fluoro-5-methoxy-benzaldehyde (4.35 g, 28.2 mmol) in DMF (30 mL) is added mercapto-acetic acid ethyl ester (3.71 mL, 33.9 mmol) and K2CO3 (7.86 g, 57.0 mmol). The resulting suspension is stirred at 80° C. for 60 min and quenched with water (300 mL). The mixture is extracted with EtOAc (2×200 mL), and the organic layer is dried over Na2SO4, concentrated, and purified by silica gel column chromatography (10% EtOAc/Hex), to give the title compound as an oil (4.40 g, 66%). The reactants are COCCOC, COc1ccc(P2SP(c3ccc(OC)cc3)S2)cc1, O=C1CCCN1S(=O)(=O)c1ccc(N2CCCCCC2)cc1. Product: O=S(=O)(c1ccc(N2CCCCCC2)cc1)N1CCCC1=S. As a reaction SMILES: [CH2:43]([CH2:44][O:45][CH3:46])[O:47][CH3:48].[CH3:23][O:24][c:25]1[cH:26][cH:27][c:28]([P:29]2[S:30][P:31]([c:33]3[cH:34][cH:35][c:36]([O:37][CH3:38])[cH:39][cH:40]3)[S:32]2)[cH:41][cH:42]1.[N:1]1([c:8]2[cH:9][cH:10][c:11]([S:14](=[O:15])(=[O:16])[N:17]3[C:18](=[O:22])[CH2:19][CH2:20][CH2:21]3)[cH:12][cH:13]2)[CH2:2][CH2:3][CH2:4][CH2:5][CH2:6][CH2:7]1>>[N:1]1([c:8]2[cH:9][cH:10][c:11]([S:14](=[O:15])(=[O:16])[N:17]3[C:18](=[S:32])[CH2:19][CH2:20][CH2:21]3)[cH:12][cH:13]2)[CH2:2][CH2:3][CH2:4][CH2:5][CH2:6][CH2:7]1. Procedure: A solution of 6-bromo-2,3-dihydro-1H-inden-1-one (0.3 g, 1.36 mmol), paraformaldehyde (0.4 g, 13.6 mmol), phenylboronic acid (0.2 g, 1.64 mmol) and trifluoroacetic acid (0.1 mL, 0.15 g, 1.36 mmol) in dry toluene (10 mL) was refluxed for 5 hours. When starting material was totally consumed, the crude mixture was cooled to room temperature, neutralized with saturated aqueous Na2CO3, extracted with ethyl acetate, dried and concentrated under reduced pressure. The residue was purified by flash colum... The solvent is C1(=CC=CC=C1)C (toluene). Yield: 29.3%. As a reaction SMILES: [Br:1][C:2]1[CH:10]=[C:9]2[C:5]([CH2:6][CH2:7][C:8]2=[O:11])=[CH:4][CH:3]=1.C=O.[C:14]1(B(O)O)C=CC=CC=1.FC(F)(F)C(O)=O>C1(C)C=CC=CC=1>[Br:1][C:2]1[CH:10]=[C:9]2[C:5]([CH2:6][C:7](=[CH2:14])[C:8]2=[O:11])=[CH:4][CH:3]=1. Starting materials: BrC1=CC=C2CCC(C2=C1)=O (6-bromo-2,3-dihydro-1H-inden-1-one), C=O (paraformaldehyde), C1(=CC=CC=C1)B(O)O (phenylboronic acid), FC(C(=O)O)(F)F (trifluoroacetic acid). The product is BrC1=CC=C2CC(C(C2=C1)=O)=C (6-bromo-2-methylene-2,3-dihydro-1H-inden-1-one). The reactants are C(CC#N)#N (malononitrile), [N-](C#N)C#N.[Na+] (sodium dicyanamide), CS(=O)C (dimethyl sulfoxide). The solvent is CC(CC)O (2-butanol). Run at temperature 140 celsius, time 1.5 hour. The product is NC(=C(C#N)C#N)NC#N (1-amino-1-cyanamido-2,2-dicyanoethylene). Isolated yield 94.7%. RXN SMILES: [C:1](#[N:5])[CH2:2][C:3]#[N:4].[N-:6]([C:9]#[N:10])[C:7]#[N:8].[Na+].CS(C)=O>CC(O)CC>[NH2:8][C:7]([NH:6][C:9]#[N:10])=[C:2]([C:1]#[N:5])[C:3]#[N:4] |f:1.2|. Procedure details: To a 250 ml flask is charged 6.6 gm (0.1 mole) of malononitrile, 8.9 gm (0.1 mole) of sodium dicyanamide and 40 ml of dimethyl sulfoxide. The stirred mixture is heated to 140° C. and held for 1.5 hours; then cooled to about room temperature. Then 150 ml 2-butanol is added and the stirred mixture is cooled in an ice bath. The solids are filtered, washed with 2-butanol and dried. There is obtained 12.6 gm of 1-amino-1-cyanamido-2,2-dicyanoethylene, sodium salt, 72.3% pure or a 58.8% yield. Reactants: CCOC(=O)Cn1ccnc(NC2CN(C(=O)OC(C)(C)C)CC2c2ccccn2)c1=O, O=C1CCC(=O)N1Cl, ClC(Cl)Cl. Product: CCOC(=O)Cn1c(Cl)cnc(NC2CN(C(=O)OC(C)(C)C)CC2c2ccccn2)c1=O. As a reaction SMILES: [C:1]([CH3:2])([CH3:3])([CH3:4])[O:5][C:6](=[O:7])[N:8]1[CH2:9][CH:10]([NH:19][c:20]2[c:21](=[O:32])[n:22]([CH2:26][C:27](=[O:28])[O:29][CH2:30][CH3:31])[cH:23][cH:24][n:25]2)[CH:11]([c:13]2[n:14][cH:15][cH:16][cH:17][cH:18]2)[CH2:12]1.[Cl:33][N:34]1[C:35](=[O:36])[CH2:37][CH2:38][C:39]1=[O:40].[Cl:41][CH:42]([Cl:43])[Cl:44]>>[C:1]([CH3:2])([CH3:3])([CH3:4])[O:5][C:6](=[O:7])[N:8]1[CH2:9][CH:10]([NH:19][c:20]2[c:21](=[O:32])[n:22]([CH2:26][C:27](=[O:28])[O:29][CH2:30][CH3:31])[c:23]([Cl:33])[cH:24][n:25]2)[CH:11]([c:13]2[n:14][cH:15][cH:16][cH:17][cH:18]2)[CH2:12]1. The reactants are [N+](=O)([O-])C=1C=C(C(=O)OC)C=CC1OC=1C=NC=CC1 (methyl 3-nitro-4-(3-pyridyloxy)benzoate), Cl (HCl). The reagents and catalysts are [Fe] (iron). Run in CO (MeOH). Reaction conditions: time 2 hour. Yields the product NC=1C=C(C(=O)OC)C=CC1OC=1C=NC=CC1 (Methyl 3-amino-4-(3-pyridyloxy)benzoate). The yield is 47.4%. Reaction SMILES: [N+:1]([C:4]1[CH:5]=[C:6]([CH:11]=[CH:12][C:13]=1[O:14][C:15]1[CH:16]=[N:17][CH:18]=[CH:19][CH:20]=1)[C:7]([O:9][CH3:10])=[O:8])([O-])=O.Cl>CO.[Fe]>[NH2:1][C:4]1[CH:5]=[C:6]([CH:11]=[CH:12][C:13]=1[O:14][C:15]1[CH:16]=[N:17][CH:18]=[CH:19][CH:20]=1)[C:7]([O:9][CH3:10])=[O:8]. Reported procedure: 71 g of methyl 3-nitro-4-(3-pyridyloxy)benzoate and 52 g of iron powder are stirred in 500 ml of MeOH and, at RT, 500 ml of saturated aqueous HCl solution are slowly added. The mixture is then stirred at RT for 2 h and then the volatile constituents are removed in vacuo. The residue is stirred with 300 ml of saturated aqueous Na2CO3 solution (pH=11), and the precipitate is filtered off with suction. This precipitate is then extracted by boiling twice with 500 ml of EA each time, and the filtrate... The reactants are BrCC(=O)C1=CC=CC=C1 (2-bromoacetophenone), O=C(COC=1C=CC=C2C=CC=NC12)C (8-(2-oxopropoxy)quinoline). The product is O=C(COC=1C=CC=C2C=CC=NC12)C1=CC=CC=C1 (8-(2-Oxo-2-phenylethoxy)quinoline). Isolated yield 69.0%. As a reaction SMILES: Br[CH2:2][C:3]([C:5]1[CH:10]=[CH:9][CH:8]=[CH:7][CH:6]=1)=[O:4].O=C(C)C[O:14][C:15]1[CH:16]=[CH:17][CH:18]=[C:19]2[C:24]=1[N:23]=[CH:22][CH:21]=[CH:20]2>>[O:4]=[C:3]([C:5]1[CH:10]=[CH:9][CH:8]=[CH:7][CH:6]=1)[CH2:2][O:14][C:15]1[CH:16]=[CH:17][CH:18]=[C:19]2[C:24]=1[N:23]=[CH:22][CH:21]=[CH:20]2. Procedure details: 8-(2-Oxo-2-phenylethoxy)quinoline (8a) was prepared from 2-bromoacetophenone by the same procedure as 7a in 69% yield. mp: 124°-125° C.; 1H-NMR (CDCl3): δ5.65 (s, 2H, OCH2), 6.95-8.97 (m, 11H, Ar--H).